This data is from the Open Reaction Database (ORD), a public repository of structured organic reaction records. The task is: describe an organic reaction: reactants, conditions, products, and yield Starting materials: BrCC(=O)C1=CC(=C(C(=C1)OC)OC)OC (2-bromo-1-(3,4,5-trimethoxyphenyl)ethanone), C(C)NCC (diethylamine). The solvent is CCO (EtOH). Product: C(C)N(CC(=O)C1=CC(=C(C(=C1)OC)OC)OC)CC (2-Diethylamino-1-(3,4,5-trimethoxyphenyl)ethanone). RXN SMILES: Br[CH2:2][C:3]([C:5]1[CH:10]=[C:9]([O:11][CH3:12])[C:8]([O:13][CH3:14])=[C:7]([O:15][CH3:16])[CH:6]=1)=[O:4].[CH2:17]([NH:19][CH2:20][CH3:21])[CH3:18]>CCO>[CH2:17]([N:19]([CH2:20][CH3:21])[CH2:2][C:3]([C:5]1[CH:10]=[C:9]([O:11][CH3:12])[C:8]([O:13][CH3:14])=[C:7]([O:15][CH3:16])[CH:6]=1)=[O:4])[CH3:18]. Procedure: To 100 mL of EtOH is added 28.9 g (0.1 mol) of 2-bromo-1-(3,4,5-trimethoxyphenyl)ethanone and 9.0 g (0.2 mol) of diethylamine. Reflux the reaction mixture and monitor by thin-layer chromatography. Upon completion of the reaction remove the solvent in vacuo and add 100 mL of 5% Na2CO3 solution and extract with Et2O. Dry the organic layer with Na2SO4. Filter off the drying agent and evaporate the solvent in vacuo to obtain the title compound. Starting materials: CC(C(COC1=C(C=C(C=C1)C(CC)(CC)C=1C=CC2=C(C(=C(O2)C(=O)O)C)C1)C)=O)(C)C (5-{1-[4-(3,3-Dimethyl-2-oxo-butoxy)-3-methyl-phenyl]-1-ethyl-propyl}-3-methyl-benzofuran-2-carboxylic acid), C(CCl)Cl (EDC), Cl.CNC (dimethyl amine hydrochloride). The reagents and catalysts are CN(C)C=1C=CN=CC1 (DMAP). Yields the product CN(C(=O)C=1OC2=C(C1C)C=C(C=C2)C(CC)(CC)C2=CC(=C(C=C2)OCC(C(C)(C)C)=O)C)C (5-{1-[4-(3,3-dimethyl-2-oxo-butoxy)-3-methyl-phenyl]-1-ethyl-propyl}-3-methyl-benzofuran-2-carboxylic acid dimethylamide). The yield is 37.2%. As a reaction SMILES: [CH3:1][C:2]([CH3:33])([CH3:32])[C:3](=[O:31])[CH2:4][O:5][C:6]1[CH:11]=[CH:10][C:9]([C:12]([C:17]2[CH:18]=[CH:19][C:20]3[O:24][C:23]([C:25](O)=[O:26])=[C:22]([CH3:28])[C:21]=3[CH:29]=2)([CH2:15][CH3:16])[CH2:13][CH3:14])=[CH:8][C:7]=1[CH3:30].C(Cl)CCl.Cl.[CH3:39][NH:40][CH3:41]>CN(C1C=CN=CC=1)C>[CH3:39][N:40]([CH3:41])[C:25]([C:23]1[O:24][C:20]2[CH:19]=[CH:18][C:17]([C:12]([C:9]3[CH:10]=[CH:11][C:6]([O:5][CH2:4][C:3](=[O:31])[C:2]([CH3:33])([CH3:32])[CH3:1])=[C:7]([CH3:30])[CH:8]=3)([CH2:15][CH3:16])[CH2:13][CH3:14])=[CH:29][C:21]=2[C:22]=1[CH3:28])=[O:26] |f:2.3|. Reported procedure: 5-{1-[4-(3,3-Dimethyl-2-oxo-butoxy)-3-methyl-phenyl]-1-ethyl-propyl}-3-methyl-benzofuran-2-carboxylic acid (520 mg, 1.154 mmol), DMAP (422 mg, 3.46 mmol), EDC (332 mg, 1.73 mmol), and dimethyl amine hydrochloride (141 mg, 1.73 mmol) are reacted analogous to Example 1, step I to give the title product (205 mg, 37%). The reactants are S=C1SC=C(N1)C1=C(C(=C(OCCCOC2=C(C3=C(CCC(O3)C(=O)OC)C=C2)CCC)C=C1)CCC)OC (Methyl 3,4-dihydro-7-[3-[4-(2,3-dihydro-2-thioxo-4-thiazolyl)-3-methoxy-2-propylphenoxy]propoxy]-8-propyl-2H-1-benzopyran-2-carboxylate), [N+](=O)([O-])C (nitromethane), CI (methyl iodide). The solvent is C(C)OCC.O (ethyl ether water). Product: COC=1C(=C(OCCCOC2=C(C3=C(CCC(O3)C(=O)OC)C=C2)CCC)C=CC1C=1N=C(SC1)SC)CCC (Methyl 3,4-dihydro-7-[3-[3-methoxy-4-[2-(methylthio)-4-thiazolyl]-2-propylphenoxy]propoxy]-8-propyl-2H-1-benzopyran-2-carboxylate). The yield is 97.6%. As a reaction SMILES: [S:1]=[C:2]1[NH:6][C:5]([C:7]2[CH:34]=[CH:33][C:10]([O:11][CH2:12][CH2:13][CH2:14][O:15][C:16]3[CH:29]=[CH:28][C:19]4[CH2:20][CH2:21][CH:22]([C:24]([O:26][CH3:27])=[O:25])[O:23][C:18]=4[C:17]=3[CH2:30][CH2:31][CH3:32])=[C:9]([CH2:35][CH2:36][CH3:37])[C:8]=2[O:38][CH3:39])=[CH:4][S:3]1.[N+]([CH3:43])([O-])=O.CI>C(OCC)C.O>[CH3:39][O:38][C:8]1[C:9]([CH2:35][CH2:36][CH3:37])=[C:10]([CH:33]=[CH:34][C:7]=1[C:5]1[N:6]=[C:2]([S:1][CH3:43])[S:3][CH:4]=1)[O:11][CH2:12][CH2:13][CH2:14][O:15][C:16]1[CH:29]=[CH:28][C:19]2[CH2:20][CH2:21][CH:22]([C:24]([O:26][CH3:27])=[O:25])[O:23][C:18]=2[C:17]=1[CH2:30][CH2:31][CH3:32] |f:3.4|. Procedure details: The compound of Example 25 (18 mg, 31.4 μmol) was added to 1.0 ml of nitromethane, and 0.3 ml of methyl iodide was added. The mixture was allowed to react at room temperature for 1 hour. The reaction mixture was poured into ethyl ether/water, and the ether layer was washed with brine, dried over sodium sulfate, and concentrated. The crude product was chromatographed on silica gel using 20:1 to 10:1 hexane/ethyl acetate as eluant to give the product (51 mg, 87.0 μmol, 97.6% yield). High resolutio... The reactants are NC1=C(C=CC(=C1)Cl)S (2-amino-4-chloro-benzenethiol), BrCC1=CC(=CC=C1)[N+](=O)[O-] (1-bromomethyl-3-nitro-benzene), ClC=1C=C(C=CC1)S(=O)(=O)Cl (3-chloro-benzenesulfonyl chloride). Yields the product NC=1C=C(CSC2=C(C=C(C=C2)Cl)NS(=O)(=O)C2=CC(=CC=C2)Cl)C=CC1 (N-{2-[(3-aminobenzyl)thio]-5-chlorophenyl}-3-chlorobenzenesulfonamide). RXN SMILES: [NH2:1][C:2]1[CH:7]=[C:6]([Cl:8])[CH:5]=[CH:4][C:3]=1[SH:9].Br[CH2:11][C:12]1[CH:17]=[CH:16][CH:15]=[C:14]([N+:18]([O-])=O)[CH:13]=1.[Cl:21][C:22]1[CH:23]=[C:24]([S:28](Cl)(=[O:30])=[O:29])[CH:25]=[CH:26][CH:27]=1>>[NH2:18][C:14]1[CH:13]=[C:12]([CH:17]=[CH:16][CH:15]=1)[CH2:11][S:9][C:3]1[CH:4]=[CH:5][C:6]([Cl:8])=[CH:7][C:2]=1[NH:1][S:28]([C:24]1[CH:25]=[CH:26][CH:27]=[C:22]([Cl:21])[CH:23]=1)(=[O:30])=[O:29]. Procedure: Following General Procedure A, B, and K, the title compound was prepared from 2-amino-4-chloro-benzenethiol, 1-bromomethyl-3-nitro-benzene, and 3-chloro-benzenesulfonyl chloride. Starting materials: C1CCOC1, COc1nccc(N)n1, N#Cc1cnc(Cl)s1, [H-], [Na+]. Yields the product COc1nccc(Nc2ncc(C#N)s2)n1. As a reaction SMILES: [CH2:20]1[O:21][CH2:22][CH2:23][CH2:24]1.[CH3:3][O:4][c:5]1[n:6][cH:7][cH:8][c:9]([NH2:11])[n:10]1.[Cl:12][c:13]1[s:14][c:15]([C:18]#[N:19])[cH:16][n:17]1.[H-:1].[Na+:2]>>[CH3:3][O:4][c:5]1[n:6][cH:7][cH:8][c:9]([NH:11][c:13]2[s:14][c:15]([C:18]#[N:19])[cH:16][n:17]2)[n:10]1.